This data is from the Open Reaction Database (ORD), a public repository of structured organic reaction records. The task is: describe an organic reaction: reactants, conditions, products, and yield The reactants are C(C)(=O)OC=1C=C(C=CC1OC)/C=C/C(=O)O ((E)-3-(3-acetoxy-4-methoxy-phenyl)-acrylic acid), S(=O)(Cl)Cl (thionyl chloride), S(=O)(Cl)Cl (thionyl chloride), ClC1=C(C=C(C=C1)N)OCC1=CC=NC=C1 (4-chloro-3-(pyridin-4-ylmethoxy)-phenylamine), C(C)(C)N(CC)C(C)C (diisopropylethylamine). Solvent: C(Cl)Cl (DCM), C1CCOC1 (THF), C1CCOC1 (THF). Conditions: temperature 35 celsius. The product is ClC1=C(C=C(C=C1)NC(\C=C\C1=CC(=C(C=C1)OC)OC(C)=O)=O)OCC1=CC=NC=C1 ((E)-N-[4-chloro-3-(pyridin-4-ylmethoxy)-phenyl]-3-(3-acetoxy-4-methoxy-phenyl)-acrylamide). Isolated yield 72.6%. Reaction SMILES: [C:1]([O:4][C:5]1[CH:6]=[C:7](/[CH:13]=[CH:14]/[C:15]([OH:17])=O)[CH:8]=[CH:9][C:10]=1[O:11][CH3:12])(=[O:3])[CH3:2].S(Cl)(Cl)=O.[Cl:22][C:23]1[CH:28]=[CH:27][C:26]([NH2:29])=[CH:25][C:24]=1[O:30][CH2:31][C:32]1[CH:37]=[CH:36][N:35]=[CH:34][CH:33]=1.C(N(C(C)C)CC)(C)C>C1COCC1.C(Cl)Cl>[Cl:22][C:23]1[CH:28]=[CH:27][C:26]([NH:29][C:15](=[O:17])/[CH:14]=[CH:13]/[C:7]2[CH:8]=[CH:9][C:10]([O:11][CH3:12])=[C:5]([O:4][C:1](=[O:3])[CH3:2])[CH:6]=2)=[CH:25][C:24]=1[O:30][CH2:31][C:32]1[CH:33]=[CH:34][N:35]=[CH:36][CH:37]=1. Reported procedure: A solution (E)-3-(3-acetoxy-4-methoxy-phenyl)-acrylic acid (0.20 g, 0.76 mmol) and thionyl chloride (0.069 mL, 0.95 mmol) in dry THF (4 mL) was stirred at reflux temperature for 2.5 hrs. Then a further aliquot of thionyl chloride (0.008 mL, 0.11 mmol) was added and the mixture was stirred at reflux temperature for additional 5 hrs. After cooling to about 35° C., a solution of 4-chloro-3-(pyridin-4-ylmethoxy)-phenylamine (0.232 mg, 0.99 mmol) and diisopropylethylamine (0.54 mL, 3.04 mmol) in dry ...